This data is from the Open Reaction Database (ORD), a public repository of structured organic reaction records. The task is: describe an organic reaction: reactants, conditions, products, and yield Reactants: N1=CC(=CC2=CC=CC=C12)C(=N)N (Quinoline-3-carboxamidine), C(CCC)(=O)CC(=O)OCC (ethyl butyrylacetate), [O-]CC.[Na+] (sodium ethoxide). The solvent is C(C)O (ethanol). Product: ethyl acetate hexanes methanol, C(CC)C1=CC(NC(=N1)C=1C=NC2=CC=CC=C2C1)=O (6-propyl-2-quinolin-3-yl-3H-pyrimidin-4-one). Isolated yield 57.6%. Reaction SMILES: [N:1]1[C:10]2[C:5](=[CH:6][CH:7]=[CH:8][CH:9]=2)[CH:4]=[C:3]([C:11]([NH2:13])=[NH:12])[CH:2]=1.[C:14]([CH2:19][C:20](OCC)=[O:21])(=O)[CH2:15][CH2:16][CH3:17].[O-]CC.[Na+]>C(O)C>[CH2:15]([C:14]1[N:13]=[C:11]([C:3]2[CH:2]=[N:1][C:10]3[C:5]([CH:4]=2)=[CH:6][CH:7]=[CH:8][CH:9]=3)[NH:12][C:20](=[O:21])[CH:19]=1)[CH2:16][CH3:17] |f:2.3|. Procedure: Quinoline-3-carboxamidine (314 mg), ethyl butyrylacetate (290 mg), and sodium ethoxide (21 wt % in ethanol, 1.1 mL) were refluxed for 48 h in 20 mL of ethanol. The solvent was evaporated and the residue was partitioned between ethyl acetate and brine. The ethyl acetate phase was dried with sodium sulfate and the solvent was evaporated. Silica gel chromatography (50:45:5 ethyl acetate/hexanes/methanol) provide 280 mg of 6-propyl-2-quinolin-3-yl-3H-pyrimidin-4-one.